From a dataset of the Open Reaction Database (ORD), a public repository of structured organic reaction records. describe an organic reaction: reactants, conditions, products, and yield The reactants are CC(=O)Cl, COc1ccc(-c2nc3ccc(N)cc3s2)cn1, ClCCl, c1ccncc1. Yields the product COc1ccc(-c2nc3ccc(NC(C)=O)cc3s2)cn1. As a reaction SMILES: [C:1]([CH3:2])(=[O:3])[Cl:4].[CH3:11][O:12][c:13]1[cH:14][cH:15][c:16](-[c:19]2[s:20][c:21]3[c:22]([n:23]2)[cH:24][cH:25][c:26]([NH2:28])[cH:27]3)[cH:17][n:18]1.[Cl:29][CH2:30][Cl:31].[cH:5]1[cH:6][cH:7][n:8][cH:9][cH:10]1>>[C:1]([CH3:2])(=[O:3])[NH:28][c:26]1[cH:25][cH:24][c:22]2[c:21]([s:20][c:19](-[c:16]3[cH:15][cH:14][c:13]([O:12][CH3:11])[n:18][cH:17]3)[n:23]2)[cH:27]1. The reactants are O=C(c1ncc[nH]1)c1ncc[nH]1, CN(C)c1ccccn1, CCOC(C)=O, C1CCC(NC2CCCC2)C1, ClCCl, Nc1nccs1. Yields the product O=C(Nc1nccs1)N(C1CCCC1)C1CCCC1. As a reaction SMILES: [C:7](=[O:8])([c:9]1[nH:10][cH:11][cH:12][n:13]1)[c:14]1[nH:15][cH:16][cH:17][n:18]1.[CH3:19][N:20]([c:21]1[cH:22][cH:23][cH:24][cH:25][n:26]1)[CH3:27].[CH3:42][CH2:43][O:44][C:45](=[O:46])[CH3:47].[CH:28]1([NH:33][CH:34]2[CH2:35][CH2:36][CH2:37][CH2:38]2)[CH2:29][CH2:30][CH2:31][CH2:32]1.[Cl:39][CH2:40][Cl:41].[NH2:1][c:2]1[s:3][cH:4][cH:5][n:6]1>>[NH:1]([c:2]1[s:3][cH:4][cH:5][n:6]1)[C:7](=[O:8])[N:33]([CH:28]1[CH2:29][CH2:30][CH2:31][CH2:32]1)[CH:34]1[CH2:35][CH2:36][CH2:37][CH2:38]1. Reaction SMILES: [C:1]([CH3:2])([CH3:3])([CH3:4])[O:5][C:6](=[O:7])[NH:8][C:9]([CH2:10][CH:11]=[CH:12][C:13](=[O:14])[OH:15])([CH3:16])[CH3:17].[C:40]([CH3:41])(=[O:42])[NH:43][N:44]([CH3:45])[C:46]([CH:47]([CH2:48][c:49]1[cH:50][cH:51][cH:52][cH:53][cH:54]1)[N:55]([C:56]([CH:57]([CH2:58][c:59]1[cH:60][c:61]2[cH:62][cH:63][cH:64][cH:65][c:66]2[cH:67][cH:68]1)[NH:69][CH3:70])=[O:71])[CH3:72])=[O:73].[CH2:29]([N:30]=[C:31]=[N:32][CH2:33][CH2:34][CH2:35][N:36]([CH3:37])[CH3:38])[CH3:39].[CH2:83]([Cl:84])[Cl:85].[CH:74]([N:75]([CH:76]([CH3:77])[CH3:78])[CH2:79][CH3:80])([CH3:81])[CH3:82].[ClH:28].[OH:18][n:19]1[c:20]2[n:21][cH:22][cH:23][cH:24][c:25]2[n:26][n:27]1>>[C:1]([CH3:2])([CH3:3])([CH3:4])[O:5][C:6](=[O:7])[NH:8][C:9]([CH2:10][CH:11]=[CH:12][C:13](=[O:15])[N:69]([CH:57]([C:56]([N:55]([CH:47]([C:46]([N:44]([NH:43][C:40]([CH3:41])=[O:42])[CH3:45])=[O:73])[CH2:48][c:49]1[cH:50][cH:51][cH:52][cH:53][cH:54]1)[CH3:72])=[O:71])[CH2:58][c:59]1[cH:60][c:61]2[cH:62][cH:63][cH:64][cH:65][c:66]2[cH:67][cH:68]1)[CH3:70])([CH3:16])[CH3:17]. The reactants are CC(C)(CC=CC(=O)O)NC(=O)OC(C)(C)C, CNC(Cc1ccc2ccccc2c1)C(=O)N(C)C(Cc1ccccc1)C(=O)N(C)NC(C)=O, CCN=C=NCCCN(C)C, ClCCl, CCN(C(C)C)C(C)C, Cl, On1nnc2cccnc21. Product: CC(=O)NN(C)C(=O)C(Cc1ccccc1)N(C)C(=O)C(Cc1ccc2ccccc2c1)N(C)C(=O)C=CCC(C)(C)NC(=O)OC(C)(C)C. Reactants: C(C)(C)(C)OC(NCCCNCC1=CC(=CC=C1)C1=NC(=NC=C1)Cl)=O ({3-[3-(2-Chloro-pyrimidin-4-yl)-benzylamino]-propyl}-carbamic acid tert-butyl ester), C(C)(C)N (isopropylamine), 262. Product: ClC1=NC=CC(=N1)C=1C=C(CNC(C)C)C=CC1 ([3-(2-Chloro-pyrimidin-4-yl)-benzyl]-isopropyl-amine). Reaction SMILES: C(OC(=O)NC[CH2:9][CH2:10][NH:11][CH2:12][C:13]1[CH:18]=[CH:17][CH:16]=[C:15]([C:19]2[CH:24]=[CH:23][N:22]=[C:21]([Cl:25])[N:20]=2)[CH:14]=1)(C)(C)C.[CH:27](N)(C)C>>[Cl:25][C:21]1[N:20]=[C:19]([C:15]2[CH:14]=[C:13]([CH:18]=[CH:17][CH:16]=2)[CH2:12][NH:11][CH:10]([CH3:9])[CH3:27])[CH:24]=[CH:23][N:22]=1. Procedure: Intermediate 2 was coupled with isopropylamine following procedure B. LC-MS showed the product had the expected M+H+ of 262. The reactants are BrC=1N=C(C(=NC1)N)C#CC1=CN(C2=CC=C(C=C12)OC)C (5-Bromo-3-((5-methoxy-1-methyl-1H-indol-3-yl)ethynyl)pyrazin-2-amine), [H-].[Na+] (NaH), [H-].[Na+] (NaH). The solvent is CN(C)C=O (DMF). Conditions: time 5 hour. Product: BrC=1N=C2C(=NC1)NC(=C2)C2=CN(C1=CC=C(C=C21)OC)C (2-bromo-6-(5-methoxy-1-methyl-1H-indol-3-yl)-5H-pyrrolo[2,3-b]pyrazine). Isolated yield 45.5%. RXN SMILES: [Br:1][C:2]1[N:3]=[C:4]([C:9]#[C:10][C:11]2[C:19]3[C:14](=[CH:15][CH:16]=[C:17]([O:20][CH3:21])[CH:18]=3)[N:13]([CH3:22])[CH:12]=2)[C:5]([NH2:8])=[N:6][CH:7]=1.[H-].[Na+]>CN(C=O)C>[Br:1][C:2]1[N:3]=[C:4]2[CH:9]=[C:10]([C:11]3[C:19]4[C:14](=[CH:15][CH:16]=[C:17]([O:20][CH3:21])[CH:18]=4)[N:13]([CH3:22])[CH:12]=3)[NH:8][C:5]2=[N:6][CH:7]=1 |f:1.2|. Procedure details: 5-Bromo-3-((5-methoxy-1-methyl-1H-indol-3-yl)ethynyl)pyrazin-2-amine (3.25 g, 9.10 mmol) in DMF (35 mL) was treated with NaH (60% dispersion in mineral oil, 0.36 g, 9.1 mmol). After about 5 h at ambient temperature, the mixture was treated with another portion of NaH (60% dispersion in mineral oil, 0.036 g, 0.91 mmol) and stirred for about 16 h. The mixture was concentrated and stirred with water (50 mL) and EtOAc (40 mL). The mixture was filtered and the solids were washed until an insoluble ta... As a reaction SMILES: [Cl:1][C:2]1[N:10]=[C:9]2[C:5]([N:6]=[CH:7][N:8]2[CH2:11][CH3:12])=[C:4](Cl)[N:3]=1.[NH3:14]>>[Cl:1][C:2]1[N:10]=[C:9]2[C:5]([N:6]=[CH:7][N:8]2[CH2:11][CH3:12])=[C:4]([NH2:14])[N:3]=1. Reported procedure: A solution of 2,6-dichloro-9-ethylpurine (2.7 g, 12.4 mmol), a compound of formula (2), in liquid ammonia (20 mL) was sealed in a stainless steel tube and set aside at room temperature for 20 hours. The solvent was removed in vacuo and the residue was purified by flash chromatography on a silica gel column eluting with EtOAc-cyclohexane (65:35) to give 2-chloro-9-ethyl-9H-purin-6-ylamine, a compound of formula (3) (2.28 g, 93%) as a chromatographically pure solid: mp 258–262° C.; 1H NMR (Me2SO-d... Reaction conditions: time 20 hour. Product: ClC1=NC(=C2N=CN(C2=N1)CC)N (2-chloro-9-ethyl-9H-purin-6-ylamine). Starting materials: ClC1=NC(=C2N=CN(C2=N1)CC)Cl (2,6-dichloro-9-ethylpurine), ( 2 ), N (ammonia). The reactants are NCC(=O)N[C@H](C(C)(C)C)C(=O)O (glycyl-3-methyl-D-valine), O1COC2=C1C=CC(=C2)C(CS[C@@H]2[C@H](N(C2=O)C2=CC=C(C=C2)F)C2=CC=C(OCC(=O)O)C=C2)O ({4-[(2R,3R)-3-{[2-(1,3-benzodioxol-5-yl)-2-hydroxyethyl]thio}-1-(4-fluorophenyl)-4-oxoazetidin-2-yl]phenoxy}acetic acid), CN1CCOCC1 (NMM), CN(C)C(=[N+](C)C)ON1C2=C(C=CC=C2)N=N1.[B-](F)(F)(F)F (TBTU). The solvent is CN(C)C=O (DMF). Run at time 4 hour. The product is O1COC2=C1C=CC(=C2)C(CS[C@@H]2[C@H](N(C2=O)C2=CC=C(C=C2)F)C2=CC=C(OCC(=O)NCC(=O)N[C@H](C(C)(C)C)C(=O)O)C=C2)O (N-({4-[(2R,3R)-3-{[2-(1,3-Benzodioxol-5-yl)-2-hydroxyethyl]thio}-1-(4-fluorophenyl)-4-oxoazetidin-2-yl]phenoxy}acetyl)glycyl-3-methyl-D-valine). RXN SMILES: [O:1]1[C:5]2[CH:6]=[CH:7][C:8]([CH:10]([OH:36])[CH2:11][S:12][C@H:13]3[C:16](=[O:17])[N:15]([C:18]4[CH:23]=[CH:22][C:21]([F:24])=[CH:20][CH:19]=4)[C@@H:14]3[C:25]3[CH:35]=[CH:34][C:28]([O:29][CH2:30][C:31](O)=[O:32])=[CH:27][CH:26]=3)=[CH:9][C:4]=2[O:3][CH2:2]1.CN1CCOCC1.CN(C(ON1N=NC2C=CC=CC1=2)=[N+](C)C)C.[B-](F)(F)(F)F.[NH2:66][CH2:67][C:68]([NH:70][C@@H:71]([C:76]([OH:78])=[O:77])[C:72]([CH3:75])([CH3:74])[CH3:73])=[O:69]>CN(C=O)C>[O:1]1[C:5]2[CH:6]=[CH:7][C:8]([CH:10]([OH:36])[CH2:11][S:12][C@H:13]3[C:16](=[O:17])[N:15]([C:18]4[CH:23]=[CH:22][C:21]([F:24])=[CH:20][CH:19]=4)[C@@H:14]3[C:25]3[CH:26]=[CH:27][C:28]([O:29][CH2:30][C:31]([NH:66][CH2:67][C:68]([NH:70][C@@H:71]([C:76]([OH:78])=[O:77])[C:72]([CH3:73])([CH3:74])[CH3:75])=[O:69])=[O:32])=[CH:34][CH:35]=3)=[CH:9][C:4]=2[O:3][CH2:2]1 |f:2.3|. Reported procedure: To a solution of {4-[(2R,3R)-3-{[2-(1,3-benzodioxol-5-yl)-2-hydroxyethyl]thio}-1-(4-fluorophenyl)-4-oxoazetidin-2-yl]phenoxy}acetic acid (0.006 g, 0.012 mmol) and NMM (0.007 ml, 0.064 mmol) in DMF (3 ml) at RT was added TBTU (0.005 g, 0.016 mmol). The reaction mixture was stirred for 60 min after which glycyl-3-methyl-D-valine (Method 10) (0.003 g, 0.016 mmol) was added. The mixture was stirred for 4 h before the solution was purified by preparative HPLC using a gradient of 20-60% MeCN in a 0.1M...